This data is from the Open Reaction Database (ORD), a public repository of structured organic reaction records. The task is: describe an organic reaction: reactants, conditions, products, and yield The solvent is C(C)(=O)O (acetic acid), CN(C)C=O (DMF). Product: C(C=C)OC(=O)N1C[C@@H](C[C@H]1CC1=NC=C2SC=CN21)O ((3R,5R)-1-allyloxycarbonyl-3-hydroxy-5-(imidazo[5,1-b]thiazol-5-yl)methylpyrrolidine). Reported procedure: Thionyl chloride (0.39 ml) is added to a solution of 774 mg of (3R,5S)-1-allyloxycarbonyl-3-t-butyldimethyl-silyloxy-5-[1-hydroxy-1-(imidazo[5,1-b]thiazol-5-yl)methyl]pyrrolidine (stereoisomer A) in 0.014 ml of dry DMF and 5.3 ml of dry dichloromethane under ice cooling, and the mixture is stirred in this state for 25 min. The solvent and the excess reagent are removed by evaporation under reduced pressure, and the residue is dried under reduced pressure by means of a vacuum pump to give a brigh... As a reaction SMILES: S(Cl)(Cl)=[O:2].[CH2:5]([O:8][C:9]([N:11]1[C@H:15]([CH:16](O)[C:17]2[N:24]3[C:20]([S:21][CH:22]=[CH:23]3)=[CH:19][N:18]=2)[C:14](C)(C)[C@@H:13](C(C)(C)C)[CH:12]1O[SiH3])=[O:10])[CH:6]=[CH2:7].ClCCl>CN(C=O)C.C(O)(=O)C.[Zn]>[CH2:5]([O:8][C:9]([N:11]1[C@H:15]([CH2:16][C:17]2[N:24]3[C:20]([S:21][CH:22]=[CH:23]3)=[CH:19][N:18]=2)[CH2:14][C@@H:13]([OH:2])[CH2:12]1)=[O:10])[CH:6]=[CH2:7]. Starting materials: S(=O)(Cl)Cl (Thionyl chloride), C(C=C)OC(=O)N1C([C@@H](C([C@H]1C(C1=NC=C2SC=CN21)O)(C)C)C(C)(C)C)O[SiH3] ((3R,5S)-1-allyloxycarbonyl-3-t-butyldimethyl-silyloxy-5-[1-hydroxy-1-(imidazo[5,1-b]thiazol-5-yl)methyl]pyrrolidine), ClCCl (dichloromethane). Reaction conditions: time 20 minute. Reagents/catalysts: [Zn] (Zinc). The reactants are IC1=CC=C(C=C1)C1=NN=C(O1)CN1CCCCC1 (1-[5-(4-iodophenyl)-[1,3,4]oxadiazol-2-ylmethyl]-piperidine), IC1=CC=C(C=C1)C1=NN=C(O1)CN1CCCCC1 (1-[5-(4-iodophenyl)-[1,3,4]oxadiazol-2-ylmethyl]-piperidine), C1(CC1)NC(C1=CC(=C(C=C1)C)B1OC(C(O1)(C)C)(C)C)=O (N-cyclopropyl-4-methyl-3-(4,4,5,5-tetramethyl-[1,3,2]-dioxaborolan-2-yl)benzamide), C1(CC1)NC(C1=CC(=C(C=C1)C)B1OC(C(O1)(C)C)(C)C)=O (N-cyclopropyl-4-methyl-3-(4,4,5,5-tetramethyl-[1,3,2]-dioxaborolan-2-yl)benzamide). Yields the product C1(CC1)NC(=O)C=1C=C(C(=CC1)C)C1=CC=C(C=C1)C=1OC(=NN1)CN1CCCCC1 (6-Methyl-4′-(5-piperidin-1-ylmethyl-[1,3,4]oxadiazol-2-yl)biphenyl-3-carboxylic acid cyclopropylamide). As a reaction SMILES: I[C:2]1[CH:7]=[CH:6][C:5]([C:8]2[O:12][C:11]([CH2:13][N:14]3[CH2:19][CH2:18][CH2:17][CH2:16][CH2:15]3)=[N:10][N:9]=2)=[CH:4][CH:3]=1.[CH:20]1([NH:23][C:24](=[O:41])[C:25]2[CH:30]=[CH:29][C:28]([CH3:31])=[C:27](B3OC(C)(C)C(C)(C)O3)[CH:26]=2)[CH2:22][CH2:21]1>>[CH:20]1([NH:23][C:24]([C:25]2[CH:30]=[C:29]([C:2]3[CH:7]=[CH:6][C:5]([C:8]4[O:12][C:11]([CH2:13][N:14]5[CH2:19][CH2:18][CH2:17][CH2:16][CH2:15]5)=[N:10][N:9]=4)=[CH:4][CH:3]=3)[C:28]([CH3:31])=[CH:27][CH:26]=2)=[O:41])[CH2:21][CH2:22]1. Procedure details: Example 13 was prepared from 1-[5-(4-iodophenyl)-[1,3,4]oxadiazol-2-ylmethyl]-piperidine (intermediate 9) and N-cyclopropyl-4-methyl-3-(4,4,5,5-tetramethyl-[1,3,2]-dioxaborolan-2-yl)benzamide (Intermediate 17). Starting materials: N#Cc1cc(Cc2n[nH]c(=O)c3c2CCCC3)ccc1F, [Na+], [OH-], O, O=S(=O)(O)O. Product: O=C(O)c1cc(Cc2n[nH]c(=O)c3c2CCCC3)ccc1F. Reaction SMILES: [F:1][c:2]1[c:3]([C:4]#[N:5])[cH:6][c:7]([CH2:10][c:11]2[n:12][nH:13][c:14](=[O:21])[c:15]3[c:20]2[CH2:19][CH2:18][CH2:17][CH2:16]3)[cH:8][cH:9]1.[Na+:23].[OH-:22].[OH2:29].[S:24]([OH:25])(=[O:26])(=[O:27])[OH:28]>>[F:1][c:2]1[c:3]([C:4](=[O:22])[OH:25])[cH:6][c:7]([CH2:10][c:11]2[n:12][nH:13][c:14](=[O:21])[c:15]3[c:20]2[CH2:19][CH2:18][CH2:17][CH2:16]3)[cH:8][cH:9]1. Product: CNC(=O)N1CC(C1)OC1=CC=C(C=C1)C(F)(F)F (N-Methyl 3-(4-trifluoromethylphenoxy)-1-azetidinecarboxamide). Run in C1=CC=CC=C1 (benzene). Reaction conditions: time 8 hour. Starting materials: CN=C=O (methyl-isocyanate), C(C(=O)O)(=O)O (oxalic acid), FC(C1=CC=C(OC2CNC2)C=C1)(F)F (3-(4-trifluoromethylphenoxy) azetidine), [OH-].[K+] (potassium hydroxide). Reaction SMILES: C(O)(=O)C(O)=O.[F:7][C:8]([F:21])([F:20])[C:9]1[CH:19]=[CH:18][C:12]([O:13][CH:14]2[CH2:17][NH:16][CH2:15]2)=[CH:11][CH:10]=1.[OH-].[K+].[CH3:24][N:25]=[C:26]=[O:27]>C1C=CC=CC=1>[CH3:24][NH:25][C:26]([N:16]1[CH2:15][CH:14]([O:13][C:12]2[CH:11]=[CH:10][C:9]([C:8]([F:7])([F:20])[F:21])=[CH:19][CH:18]=2)[CH2:17]1)=[O:27] |f:2.3|. Reported procedure: The oxalic acid salt of 3-(4-trifluoromethylphenoxy) azetidine (13.0 g., 0.042 mole) was partitioned between 50 ml. of benzene and 50 ml. of potassium hydroxide solution. The benzene layer was dried over calcium sulfate and filtered, and to the stirring dried benzene solution was added 2.6 g. (0.046 mole) of methyl-isocyanate. Stirring was continued overnight. The mixture was concentrated at reduced pressure and the solid residue was recrystallized from a mixture of isopropyl ether-ethyl acetate... As a reaction SMILES: [C:1]([CH2:2][CH3:3])(=[O:4])[Cl:5].[C:20](=[O:21])([O-:22])[O-:23].[CH2:26]([Cl:27])[Cl:28].[ClH:6].[K+:24].[K+:25].[OH2:29].[OH:7][c:8]1[cH:9][c:10]2[c:15]([cH:16][c:17]1[O:18][CH3:19])[CH2:14][NH:13][CH2:12][CH2:11]2>>[C:1]([CH2:2][CH3:3])(=[O:4])[N:13]1[CH2:12][CH2:11][c:10]2[cH:9][c:8]([OH:7])[c:17]([O:18][CH3:19])[cH:16][c:15]2[CH2:14]1. Starting materials: CCC(=O)Cl, O=C([O-])[O-], ClCCl, Cl, [K+], [K+], O, COc1cc2c(cc1O)CCNC2. The product is CCC(=O)N1CCc2cc(O)c(OC)cc2C1.